From a dataset of the Open Reaction Database (ORD), a public repository of structured organic reaction records. describe an organic reaction: reactants, conditions, products, and yield The reactants are CC(C)(C)OC(=O)CBr, Br, CN(C)C=O, [H-], NC1C(=O)Nc2ccccc2SC1c1ccccc1, [Na+]. The product is CC(C)(C)OC(=O)CN1C(=O)C(N)C(c2ccccc2)Sc2ccccc21. As a reaction SMILES: [Br:23][CH2:24][C:25](=[O:26])[O:27][C:28]([CH3:29])([CH3:30])[CH3:31].[BrH:1].[CH3:32][N:33]([CH3:34])[CH:35]=[O:36].[H-:21].[NH2:2][CH:3]1[CH:4]([c:15]2[cH:16][cH:17][cH:18][cH:19][cH:20]2)[S:5][c:6]2[c:7]([cH:11][cH:12][cH:13][cH:14]2)[NH:8][C:9]1=[O:10].[Na+:22]>>[NH2:2][CH:3]1[CH:4]([c:15]2[cH:16][cH:17][cH:18][cH:19][cH:20]2)[S:5][c:6]2[c:7]([cH:11][cH:12][cH:13][cH:14]2)[N:8]([CH2:24][C:25](=[O:26])[O:27][C:28]([CH3:29])([CH3:30])[CH3:31])[C:9]1=[O:10].